This data is from the Open Reaction Database (ORD), a public repository of structured organic reaction records. The task is: describe an organic reaction: reactants, conditions, products, and yield Reactants: CC(C)CC(NC(=O)C(Cc1ccccc1)SC(=O)c1ccccc1)C(=O)O, CO, [Na+], [OH-]. Product: CC(C)CC(NC(=O)C(S)Cc1ccccc1)C(=O)O. RXN SMILES: [C:1](=[O:2])([c:3]1[cH:4][cH:5][cH:6][cH:7][cH:8]1)[S:9][CH:10]([C:11](=[O:12])[NH:13][CH:14]([CH2:15][CH:16]([CH3:17])[CH3:18])[C:19](=[O:20])[OH:21])[CH2:22][c:23]1[cH:24][cH:25][cH:26][cH:27][cH:28]1.[CH3:31][OH:32].[Na+:30].[OH-:29]>>[SH:9][CH:10]([C:11](=[O:12])[NH:13][CH:14]([CH2:15][CH:16]([CH3:17])[CH3:18])[C:19](=[O:20])[OH:21])[CH2:22][c:23]1[cH:24][cH:25][cH:26][cH:27][cH:28]1. Reactants: CCOC=O, CN(C)C=O, NCCCCCC(=O)O. Yields the product O=CCCCCCC(=O)O. RXN SMILES: [CH2:10]([O:12][CH:11]=[O:13])[CH3:14].[CH3:15][N:16]([CH3:17])[CH:18]=[O:19].[NH2:1][CH2:2][CH2:3][CH2:4][CH2:5][CH2:6][C:7](=[O:8])[OH:9]>>[CH2:2]([CH2:3][CH2:4][CH2:5][CH2:6][C:7](=[O:8])[OH:9])[CH:10]=[O:12]. The product is OC=1C(=CC2=C(OCO2)C1)C1C(N(C=2C1=NC=CC2)CCCCC)=O (3-(6-hydroxy-1,3-benzodioxol-5-yl)-1-pentyl-1,3-dihydro-2H-pyrrolo[3,2-b]pyridin-2-one). Procedure details: Following the procedure as described in PREPARATION 1D, and making non-critical variations using 3-hydroxy-3-(6-hydroxy-1,3-benzodioxol-5-yl)-1-pentyl-1,3-dihydro-2H-pyrrolo[3,2-b]pyridin-2-one to replace 3-hydroxy-3-(6-hydroxy-1,3-benzodioxol-5-yl)-1-pentyl-1,3-dihydro-2H-pyrrolo[2,3-b]pyridin-2-one, the title compound was obtained (50%): MS (ES+) m/z 341.1 (M+1). Reaction SMILES: O[C:2]1([C:17]2[C:25]([OH:26])=[CH:24][C:20]3[O:21][CH2:22][O:23][C:19]=3[CH:18]=2)[C:6]2=[N:7][CH:8]=[CH:9][CH:10]=[C:5]2[N:4]([CH2:11][CH2:12][CH2:13][CH2:14][CH3:15])[C:3]1=[O:16].OC1(C2C(O)=CC3OCOC=3C=2)C2C(=NC=CC=2)N(CCCCC)C1=O>>[OH:26][C:25]1[C:17]([CH:2]2[C:6]3=[N:7][CH:8]=[CH:9][CH:10]=[C:5]3[N:4]([CH2:11][CH2:12][CH2:13][CH2:14][CH3:15])[C:3]2=[O:16])=[CH:18][C:19]2[O:23][CH2:22][O:21][C:20]=2[CH:24]=1. Reactants: 1D, OC1(C(N(C=2C1=NC=CC2)CCCCC)=O)C2=CC1=C(OCO1)C=C2O (3-hydroxy-3-(6-hydroxy-1,3-benzodioxol-5-yl)-1-pentyl-1,3-dihydro-2H-pyrrolo[3,2-b]pyridin-2-one), OC1(C(N(C2=NC=CC=C21)CCCCC)=O)C2=CC1=C(OCO1)C=C2O (3-hydroxy-3-(6-hydroxy-1,3-benzodioxol-5-yl)-1-pentyl-1,3-dihydro-2H-pyrrolo[2,3-b]pyridin-2-one). The reactants are ClC1=NC2=CC=C(C=C2C(N1)=O)C (2-chloro-6-methylquinazolin-4(3H)-one), S1CCNCC2=C1C=CC=C2 (2,3,4,5-tetrahydro-1,4-benzothiazepine), O1CC(C1)(CN)CN (oxetane-3,3-diyldimethanamine). The product is NCC1(COC1)CNC1=NC(=NC2=CC=C(C=C12)C)N1CCSC2=C(C1)C=CC=C2 (N-{[3-(Aminomethyl)oxetan-3-yl]methyl}-2-(2,3-dihydro-1,4-benzothiazepin-4(5H)-yl)-6-methylquinazolin-4-amine). RXN SMILES: Cl[C:2]1[NH:11][C:10](=O)[C:9]2[C:4](=[CH:5][CH:6]=[C:7]([CH3:13])[CH:8]=2)[N:3]=1.[S:14]1[C:20]2[CH:21]=[CH:22][CH:23]=[CH:24][C:19]=2[CH2:18][NH:17][CH2:16][CH2:15]1.[O:25]1[CH2:28][C:27]([CH2:31][NH2:32])([CH2:29][NH2:30])[CH2:26]1>>[NH2:30][CH2:29][C:27]1([CH2:31][NH:32][C:10]2[C:9]3[C:4](=[CH:5][CH:6]=[C:7]([CH3:13])[CH:8]=3)[N:3]=[C:2]([N:17]3[CH2:18][C:19]4[CH:24]=[CH:23][CH:22]=[CH:21][C:20]=4[S:14][CH2:15][CH2:16]3)[N:11]=2)[CH2:28][O:25][CH2:26]1. Procedure: The title compound was prepared in analogy to Example 62-1 in Scheme 23 by using 2-chloro-6-methylquinazolin-4(3H)-one, 2,3,4,5-tetrahydro-1,4-benzothiazepine and oxetane-3,3-diyldimethanamine. MS obsd. (ESI+) [(M+H)+] 422. 1H NMR (400 MHz, CD3OD) δ ppm 7.66 (dd, J=1.6, 7.2 Hz, 1 H), 7.62 (s, 1 H), 7.44 (dd, J=1.2, 7.6 Hz, 1 H), 7.34-7.29 (m, 2 H), 7.18 (m, 1 H), 7.08 (m, 1 H), 4.99 (s, 2 H), 4.63 (d, J=6.4 Hz, 2 H), 4.45 (d, J=6.4 Hz, 2 H), 4.34 (s, 2 H), 4.02 (s, 2 H), 2.98 (s, 2 H), 2.90 (m, ... Run in C(Cl)Cl (methylene chloride). Yield: 34.7%. The product is OC=1C=C(/C=C/C2=NC=3N(C(N(C(C3N2C)=O)CC)=O)CC)C=CC1O ((E)-8-(3,4-Dihydroxystyryl)-1,3-diethyl-7-methylxanthine). Reported procedure: Compound 65 (2.00 g, 5.20 mmol) obtained in Example 8 was dissolved in 40 ml of methylene chloride. To the solution was added 26 ml (26 mmol) of boron tribromide (1.0M methylene chloride solution) under ice cooling in argon atmosphere, and the mixture was stirred overnight at room temperature. Methanol was added thereto and the mixture was separated with chloroform-an aqueous solution of sodium bicarbonate. The organic layer was washed with a saturated aqueous solution of sodium chloride and dri... RXN SMILES: C[O:2][C:3]1[CH:4]=[C:5]([CH:24]=[CH:25][C:26]=1[O:27]C)/[CH:6]=[CH:7]/[C:8]1[N:16]([CH3:17])[C:15]2[C:14](=[O:18])[N:13]([CH2:19][CH3:20])[C:12](=[O:21])[N:11]([CH2:22][CH3:23])[C:10]=2[N:9]=1.B(Br)(Br)Br.CO>C(Cl)Cl>[OH:2][C:3]1[CH:4]=[C:5]([CH:24]=[CH:25][C:26]=1[OH:27])/[CH:6]=[CH:7]/[C:8]1[N:16]([CH3:17])[C:15]2[C:14](=[O:18])[N:13]([CH2:19][CH3:20])[C:12](=[O:21])[N:11]([CH2:22][CH3:23])[C:10]=2[N:9]=1. Conditions: time 8 hour. Reactants: B(Br)(Br)Br (boron tribromide), COC=1C=C(/C=C/C2=NC=3N(C(N(C(C3N2C)=O)CC)=O)CC)C=CC1OC ((E)- 8-(3,4-Dimethoxystyryl)-1,3-diethyl-7-methylxanthine), CO (Methanol). Reactants: BrCC1CCC1, O=C1CN(Cc2ccc(Br)cc2)C(=O)N1, O=C([O-])[O-], [K+], [K+], CN(C)C=O. Yields the product O=C1CN(Cc2ccc(Br)cc2)C(=O)N1CC1CCC1. RXN SMILES: [Br:16][CH2:17][CH:18]1[CH2:19][CH2:20][CH2:21]1.[Br:1][c:2]1[cH:3][cH:4][c:5]([CH2:6][N:7]2[C:8](=[O:13])[NH:9][C:10](=[O:12])[CH2:11]2)[cH:14][cH:15]1.[C:22](=[O:23])([O-:24])[O-:25].[K+:26].[K+:27].[O:28]=[CH:29][N:30]([CH3:31])[CH3:32]>>[Br:1][c:2]1[cH:3][cH:4][c:5]([CH2:6][N:7]2[C:8](=[O:13])[N:9]([CH2:17][CH:18]3[CH2:19][CH2:20][CH2:21]3)[C:10](=[O:12])[CH2:11]2)[cH:14][cH:15]1.